describe an organic reaction: reactants, conditions, products, and yield From a dataset of the Open Reaction Database (ORD), a public repository of structured organic reaction records. The reactants are CC1(C(C(C=C(C1=O)C)=O)=O)C (3,3,5-Trimethylcyclohex-5-ene-1,2,4-trione). Run in Cl (hydrochloric acid). Run at time 15 minute. Product: OC1=CC(C(C(C1=O)(C)C)=O)=CC=C1C=C(C(C(C1=O)(C)C)=O)O (Bis(3-hydroxy-5,5-dimethyl-4,6-dioxocyclohex-2-enylidene)ethane). As a reaction SMILES: [CH3:1][C:2]1([CH3:12])[C:7](=[O:8])[C:6]([CH3:9])=[CH:5][C:4](=[O:10])[C:3]1=[O:11]>Cl>[OH:10][C:4]1[C:3](=[O:11])[C:2]([CH3:12])([CH3:1])[C:7](=[O:8])[C:6](=[CH:9][CH:9]=[C:6]2[C:7](=[O:8])[C:2]([CH3:12])([CH3:1])[C:3](=[O:11])[C:4]([OH:10])=[CH:5]2)[CH:5]=1. Procedure: In a 2-1 three-neck flask equipped with an intensive condenser and a stirrer, 50 g of 3,3,5-trimethylcyclohex-5-ene-1,2,4-trione (from Example 2) were dissolved in 300 ml of concentrated hydrochloric acid at room temperature. The flask was then dipped into a hot oil bath at 100° C. for 15 minutes, in the course of which the reaction mixture turned dark and an orange precipitate formed. This solid precipitate was filtered off with suction while hot and washed with water, ethanol, acetone, ethyl a... The reactants are CC(C)(C)OC(=O)C(C)(C)Sc1nc(CCOc2ccc(I)cc2)cs1, ClCCl, O=C(O)C(F)(F)F. The product is COC(=O)C(C)(C)Sc1nc(CCOc2ccc(I)cc2)cs1. RXN SMILES: [C:1]([CH3:2])([CH3:3])([CH3:4])[O:5][C:6]([C:7]([CH3:8])([CH3:9])[S:10][c:11]1[s:12][cH:13][c:14]([CH2:16][CH2:17][O:18][c:19]2[cH:20][cH:21][c:22]([I:25])[cH:23][cH:24]2)[n:15]1)=[O:26].[Cl:34][CH2:35][Cl:36].[OH:27][C:28]([C:29]([F:30])([F:31])[F:32])=[O:33]>>[CH3:1][O:5][C:6]([C:7]([CH3:8])([CH3:9])[S:10][c:11]1[s:12][cH:13][c:14]([CH2:16][CH2:17][O:18][c:19]2[cH:20][cH:21][c:22]([I:25])[cH:23][cH:24]2)[n:15]1)=[O:26].